From a dataset of the Open Reaction Database (ORD), a public repository of structured organic reaction records. describe an organic reaction: reactants, conditions, products, and yield Reactants: COC(=O)c1nc(Br)ccc1OCC1CCN(C(=O)OC(C)C)CC1, O=C([O-])[O-], CS(=O)(=O)c1ccc(B(O)O)cc1, COCCOC, [Na+], [Na+], Cl[Pd]Cl, c1ccc(P(c2ccccc2)c2ccccc2)cc1, c1ccc(P(c2ccccc2)c2ccccc2)cc1. Yields the product COC(=O)c1nc(-c2ccc(S(C)(=O)=O)cc2)ccc1OCC1CCN(C(=O)OC(C)C)CC1. As a reaction SMILES: [Br:14][c:15]1[cH:16][cH:17][c:18]([O:25][CH2:26][CH:27]2[CH2:28][CH2:29][N:30]([C:33](=[O:34])[O:35][CH:36]([CH3:37])[CH3:38])[CH2:31][CH2:32]2)[c:19]([C:21](=[O:22])[O:23][CH3:24])[n:20]1.[C:39](=[O:40])([O-:41])[O-:42].[CH3:1][S:2](=[O:3])(=[O:4])[c:5]1[cH:6][cH:7][c:8]([B:11]([OH:12])[OH:13])[cH:9][cH:10]1.[CH3:86][O:87][CH2:88][CH2:89][O:90][CH3:91].[Na+:43].[Na+:44].[Pd:45]([Cl:46])[Cl:47].[c:48]1([P:49]([c:50]2[cH:51][cH:52][cH:53][cH:54][cH:55]2)[c:56]2[cH:57][cH:58][cH:59][cH:60][cH:61]2)[cH:62][cH:63][cH:64][cH:65][cH:66]1.[c:67]1([P:68]([c:69]2[cH:70][cH:71][cH:72][cH:73][cH:74]2)[c:75]2[cH:76][cH:77][cH:78][cH:79][cH:80]2)[cH:81][cH:82][cH:83][cH:84][cH:85]1>>[CH3:1][S:2](=[O:3])(=[O:4])[c:5]1[cH:6][cH:7][c:8](-[c:15]2[cH:16][cH:17][c:18]([O:25][CH2:26][CH:27]3[CH2:28][CH2:29][N:30]([C:33](=[O:34])[O:35][CH:36]([CH3:37])[CH3:38])[CH2:31][CH2:32]3)[c:19]([C:21](=[O:22])[O:23][CH3:24])[n:20]2)[cH:9][cH:10]1. Reaction conditions: time 72 hour. Starting materials: C(C)OC=C(C(=O)OCC)C(C(F)(F)F)=O (ethyl 2-(ethoxymethylene)-4,4,4-trifluoro-3-oxobutyrate), C(C1=CC=CC=C1)(C1=CC=CC=C1)(C1=CC=CC=C1)N1CC(CCC1)=O (N-trityl-3-piperidone), S(=O)(=O)([O-])[O-].[Mg+2] (magnesium sulfate), N1CCCC1 (pyrrolidine), C(C)(=O)[O-].[NH4+] (Ammonium acetate). Run in O1CCCC1 (tetrahydrofuran). Procedure: A mixture of N-trityl-3-piperidone (1.22 g, 3.6 mmol), magnesium sulfate (2.70 g) and pyrrolidine (0.36 mL, 4.3 mmol) in 10 mL of tetrahydrofuran was stirred at room temperature for 72 h. The reaction mixture was filtered, and the filtrate was concentrated under reduced pressure. The resultant crude enamine was dissolved in 15 mL of dry dioxane, cooled to approximately 10° C. and treated dropwise with ethyl 2-(ethoxymethylene)-4,4,4-trifluoro-3-oxobutyrate (0.77 mL, 3.9 mmol). The resultant red-... RXN SMILES: [C:1]([N:20]1CCCC(=O)[CH2:21]1)([C:14]1[CH:19]=[CH:18][CH:17]=[CH:16][CH:15]=1)([C:8]1[CH:13]=[CH:12][CH:11]=[CH:10][CH:9]=1)[C:2]1[CH:7]=[CH:6][CH:5]=[CH:4][CH:3]=1.S([O-])([O-])(=O)=O.[Mg+2].[NH:33]1[CH2:37][CH2:36][CH2:35][CH2:34]1.C(O[CH:41]=[C:42]([C:48](=O)[C:49]([F:52])([F:51])[F:50])[C:43]([O:45][CH2:46][CH3:47])=[O:44])C.C([O-])(=O)C.[NH4+]>O1CCCC1>[F:50][C:49]([F:51])([F:52])[C:48]1[C:42]([C:43]([O:45][CH2:46][CH3:47])=[O:44])=[CH:41][C:36]2[CH2:35][CH2:34][N:20]([C:1]([C:8]3[CH:13]=[CH:12][CH:11]=[CH:10][CH:9]=3)([C:14]3[CH:15]=[CH:16][CH:17]=[CH:18][CH:19]=3)[C:2]3[CH:3]=[CH:4][CH:5]=[CH:6][CH:7]=3)[CH2:21][C:37]=2[N:33]=1 |f:1.2,5.6|. Yields the product FC(C1=NC=2CN(CCC2C=C1C(=O)OCC)C(C1=CC=CC=C1)(C1=CC=CC=C1)C1=CC=CC=C1)(F)F (Ethyl 2-(Trifluoromethyl)-7-(triphenylmethyl)-5,6,7,8-tetrahydro-1,7-naphthyridine-3-carboxylate). Reactants: NC1=C(N)C=C(C(=C1)Cl)S(N)(=O)=O (2-amino-4-chloro-5-sulfamylaniline), CC1=CC=C(CC#N)C=C1 (4-methylbenzyl cyanide). Solvent: Cl (hydrochloric acid). Yields the product ClC1=CC2=C(NC(=N2)CC2=CC=C(C=C2)C)C=C1S(N)(=O)=O (5-Chloro-2-(4-Methylbenzyl)-6-Sulfamyl-1H-Benzimidazole). The yield is 11.2%. RXN SMILES: [NH2:1][C:2]1[CH:8]=[C:7]([Cl:9])[C:6]([S:10](=[O:13])(=[O:12])[NH2:11])=[CH:5][C:3]=1[NH2:4].[CH3:14][C:15]1[CH:23]=[CH:22][C:18]([CH2:19][C:20]#N)=[CH:17][CH:16]=1>Cl>[Cl:9][C:7]1[C:6]([S:10](=[O:12])(=[O:13])[NH2:11])=[CH:5][C:3]2[NH:4][C:20]([CH2:19][C:18]3[CH:22]=[CH:23][C:15]([CH3:14])=[CH:16][CH:17]=3)=[N:1][C:2]=2[CH:8]=1. Procedure details: To 150 ml of 6 N hydrochloric acid was added 17.7 g of 2-amino-4-chloro-5-sulfamylaniline followed by the addition of 15.7 g of 4-methylbenzyl cyanide; the mixture was then refluxed for 9 hours. The precipitate was collected by filtration and added to 300 ml of concentration ammonium hydroxide. After stirring for ten minutes at ambient temperature, the solid was collected and then added to 300 ml of water and stirred at 40° C. for ten minutes. The crude product was collected and dissolved in 1 l... Reactants: Cc1cc(-c2ccc(C(F)(F)F)cc2)nc(-n2cnc(-c3ccc(S(=O)(=O)NC(C)(C)C)s3)c2)n1, ClCCl, O=C(O)C(F)(F)F. The product is Cc1cc(-c2ccc(C(F)(F)F)cc2)nc(-n2cnc(-c3ccc(S(N)(=O)=O)s3)c2)n1. As a reaction SMILES: [C:1]([CH3:2])([CH3:3])([CH3:4])[NH:5][S:6](=[O:7])(=[O:8])[c:9]1[s:10][c:11](-[c:14]2[n:15][cH:16][n:17](-[c:19]3[n:20][c:21](-[c:26]4[cH:27][cH:28][c:29]([C:32]([F:33])([F:34])[F:35])[cH:30][cH:31]4)[cH:22][c:23]([CH3:25])[n:24]3)[cH:18]2)[cH:12][cH:13]1.[Cl:43][CH2:44][Cl:45].[F:36][C:37]([F:38])([F:39])[C:40]([OH:41])=[O:42]>>[NH2:5][S:6](=[O:7])(=[O:8])[c:9]1[s:10][c:11](-[c:14]2[n:15][cH:16][n:17](-[c:19]3[n:20][c:21](-[c:26]4[cH:27][cH:28][c:29]([C:32]([F:33])([F:34])[F:35])[cH:30][cH:31]4)[cH:22][c:23]([CH3:25])[n:24]3)[cH:18]2)[cH:12][cH:13]1. Reaction SMILES: [Br:1][c:2]1[c:3]2[c:4]([s:5][cH:6]1)[cH:7][cH:8][cH:9][cH:10]2.[CH3:11][c:12]1[cH:13][cH:14][cH:15][cH:16][cH:17]1.[CH3:18][O:19][c:20]1[cH:21][cH:22][c:23]([B:26]([OH:27])[OH:28])[cH:24][cH:25]1.[CH3:29][OH:30].[CH3:31][CH2:32][CH2:33][CH2:34][CH2:35][CH2:36][CH3:37].[cH:38]1[cH:39][cH:40][c:41]([P:42]([Pd:43]([P:44]([c:45]2[cH:46][cH:47][cH:48][cH:49][cH:50]2)([c:51]2[cH:52][cH:53][cH:54][cH:55][cH:56]2)[c:57]2[cH:58][cH:59][cH:60][cH:61][cH:62]2)([P:63]([c:64]2[cH:65][cH:66][cH:67][cH:68][cH:69]2)([c:70]2[cH:71][cH:72][cH:73][cH:74][cH:75]2)[c:76]2[cH:77][cH:78][cH:79][cH:80][cH:81]2)[P:82]([c:83]2[cH:84][cH:85][cH:86][cH:87][cH:88]2)([c:89]2[cH:90][cH:91][cH:92][cH:93][cH:94]2)[c:95]2[cH:96][cH:97][cH:98][cH:99][cH:100]2)([c:101]2[cH:102][cH:103][cH:104][cH:105][cH:106]2)[c:107]2[cH:108][cH:109][cH:110][cH:111][cH:112]2)[cH:113][cH:114]1>>[c:2]1(-[c:23]2[cH:22][cH:21][c:20]([O:19][CH3:18])[cH:25][cH:24]2)[c:3]2[c:4]([s:5][cH:6]1)[cH:7][cH:8][cH:9][cH:10]2. Reactants: Brc1csc2ccccc12, Cc1ccccc1, COc1ccc(B(O)O)cc1, CO, CCCCCCC, c1ccc(P(c2ccccc2)(c2ccccc2)[Pd](P(c2ccccc2)(c2ccccc2)c2ccccc2)(P(c2ccccc2)(c2ccccc2)c2ccccc2)P(c2ccccc2)(c2ccccc2)c2ccccc2)cc1. Product: COc1ccc(-c2csc3ccccc23)cc1. Starting materials: CS(=O)(=O)Cl, Cl, Nc1ccc(C(=O)c2ccccc2)cc1, O, c1ccncc1. Product: CS(=O)(=O)Nc1ccc(C(=O)c2ccccc2)cc1. RXN SMILES: [CH3:1][S:2]([Cl:3])(=[O:4])=[O:5].[ClH:27].[NH2:6][c:7]1[cH:8][cH:9][c:10]([C:11](=[O:12])[c:13]2[cH:14][cH:15][cH:16][cH:17][cH:18]2)[cH:19][cH:20]1.[OH2:28].[cH:21]1[cH:22][cH:23][n:24][cH:25][cH:26]1>>[CH3:1][S:2](=[O:4])(=[O:5])[NH:6][c:7]1[cH:8][cH:9][c:10]([C:11](=[O:12])[c:13]2[cH:14][cH:15][cH:16][cH:17][cH:18]2)[cH:19][cH:20]1.